This data is from the Open Reaction Database (ORD), a public repository of structured organic reaction records. The task is: describe an organic reaction: reactants, conditions, products, and yield Yields the product COc1ccc2c(c1)C(O)C(O)(C(=O)O)Cn1c-2c(C2CCCCC2)c2ccc(C(=O)NS(=O)(=O)N(C)C)cc21. RXN SMILES: [CH2:46]1[O:47][CH2:48][CH2:49][CH2:50]1.[CH3:44][OH:45].[CH:1]1([c:7]2[c:8]3[cH:9][cH:10][c:11]([C:33](=[O:34])[NH:35][S:36](=[O:37])(=[O:38])[N:39]([CH3:40])[CH3:41])[cH:12][c:13]3[n:14]3[c:15]2-[c:16]2[c:17]([cH:27][c:28]([O:31][CH3:32])[cH:29][cH:30]2)[CH:18]([OH:26])[C:19]([C:21](=[O:22])[O:23][CH3:24])([OH:25])[CH2:20]3)[CH2:2][CH2:3][CH2:4][CH2:5][CH2:6]1.[Na+:43].[OH-:42]>>[CH:1]1([c:7]2[c:8]3[cH:9][cH:10][c:11]([C:33](=[O:34])[NH:35][S:36](=[O:37])(=[O:38])[N:39]([CH3:40])[CH3:41])[cH:12][c:13]3[n:14]3[c:15]2-[c:16]2[c:17]([cH:27][c:28]([O:31][CH3:32])[cH:29][cH:30]2)[CH:18]([OH:26])[C:19]([C:21](=[O:22])[OH:23])([OH:25])[CH2:20]3)[CH2:2][CH2:3][CH2:4][CH2:5][CH2:6]1. Starting materials: C1CCOC1, CO, COC(=O)C1(O)Cn2c(c(C3CCCCC3)c3ccc(C(=O)NS(=O)(=O)N(C)C)cc32)-c2ccc(OC)cc2C1O, [Na+], [OH-]. The reactants are CCN1c2ccccc2Sc2cc(C=O)ccc21, CO, NNc1ccccc1. Yields the product CCN1c2ccccc2Sc2cc(C=NNc3ccccc3)ccc21. Reaction SMILES: [CH2:1]([CH3:2])[N:3]1[c:4]2[cH:5][cH:6][cH:7][cH:8][c:9]2[S:10][c:11]2[cH:12][c:13]([CH:17]=[O:18])[cH:14][cH:15][c:16]21.[CH3:27][OH:28].[c:19]1([NH:25][NH2:26])[cH:20][cH:21][cH:22][cH:23][cH:24]1>>[CH2:1]([CH3:2])[N:3]1[c:4]2[cH:5][cH:6][cH:7][cH:8][c:9]2[S:10][c:11]2[cH:12][c:13]([CH:17]=[N:26][NH:25][c:19]3[cH:20][cH:21][cH:22][cH:23][cH:24]3)[cH:14][cH:15][c:16]21. Starting materials: COc1cccc(C(C)CCBr)c1, c1ccc(P(c2ccccc2)c2ccccc2)cc1, Cc1ccccc1C. Yields the product [Br-], COc1cccc(C(C)CC[P+](c2ccccc2)(c2ccccc2)c2ccccc2)c1. RXN SMILES: [Br:1][CH2:2][CH2:3][CH:4]([CH3:5])[c:6]1[cH:7][c:8]([O:12][CH3:13])[cH:9][cH:10][cH:11]1.[c:14]1([P:20]([c:21]2[cH:22][cH:23][cH:24][cH:25][cH:26]2)[c:27]2[cH:28][cH:29][cH:30][cH:31][cH:32]2)[cH:15][cH:16][cH:17][cH:18][cH:19]1.[c:33]1([CH3:34])[c:35]([CH3:36])[cH:37][cH:38][cH:39][cH:40]1>>[Br-:1].[CH2:2]([CH2:3][CH:4]([CH3:5])[c:6]1[cH:7][c:8]([O:12][CH3:13])[cH:9][cH:10][cH:11]1)[P+:20]([c:14]1[cH:15][cH:16][cH:17][cH:18][cH:19]1)([c:21]1[cH:22][cH:23][cH:24][cH:25][cH:26]1)[c:27]1[cH:28][cH:29][cH:30][cH:31][cH:32]1. Starting materials: C1COCCN1, CC#N, O=[N+]([O-])c1cccc(F)c1. Yields the product O=[N+]([O-])c1cccc(N2CCOCC2)c1. RXN SMILES: [CH2:11]1[CH2:12][O:13][CH2:14][CH2:15][NH:16]1.[CH3:17][C:18]#[N:19].[F:1][c:2]1[cH:3][c:4]([N+:8](=[O:9])[O-:10])[cH:5][cH:6][cH:7]1>>[c:2]1([N:16]2[CH2:11][CH2:12][O:13][CH2:14][CH2:15]2)[cH:3][c:4]([N+:8](=[O:9])[O-:10])[cH:5][cH:6][cH:7]1.